Dataset: the Open Reaction Database (ORD), a public repository of structured organic reaction records. Task: describe an organic reaction: reactants, conditions, products, and yield The solvent is petroleum ether, C1=CC=CC=C1 (benzene). Starting materials: FC1=CC=C(C(=O)CC#N)C=C1 ((p-fluorobenzoyl)acetonitrile), C(Cl)(Cl)Cl (chloroform), ice-salt, C(Cl)(Cl)Cl (chloroform), COC(C)(N(C)C)OC (N,N-dimethylacetamide dimethylacetal). The product is FC1=CC=C(C(=O)/C(/C#N)=C(\C)/N(C)C)C=C1 (2-(p-Fluorobenzoyl)-3-dimethylaminocrotononitrile). Reported procedure: To a solution of 14.5 g. (0.10 m) of (p-fluorobenzoyl)acetonitrile in 100 ml. of chloroform, cooled in an ice-salt bath, was added 13.3 g. (0.1 m) of N,N-dimethylacetamide dimethylacetal in 20 ml. chloroform. The reaction mixture was stirred in the ice-salt bath for 2 hours, then evaporated in vacuo to an orange oil. The oil was dissolved in 150 ml. benzene and passed through Magnesol®. The filtrate was evaporated and the oil thus obtained was dissolved in 50 ml. benzene to which petroleum ether... Reaction SMILES: [F:1][C:2]1[CH:12]=[CH:11][C:5]([C:6]([CH2:8][C:9]#[N:10])=[O:7])=[CH:4][CH:3]=1.C(Cl)(Cl)Cl.CO[C:19](OC)([N:21]([CH3:23])[CH3:22])[CH3:20]>C1C=CC=CC=1>[F:1][C:2]1[CH:3]=[CH:4][C:5]([C:6](/[C:8](=[C:19](/[N:21]([CH3:23])[CH3:22])\[CH3:20])/[C:9]#[N:10])=[O:7])=[CH:11][CH:12]=1. Reactants: C(C)(=O)OC(C)=O (acetic anhydride), COC(=O)C1=CC=C(C=2OC3=CC(=CC=C3C(C2)=O)N)C=C1 (7-amino-4'-flavonecarboxylic acid methyl ester). Run in N1=CC=CC=C1 (pyridine). Product: C(C)(=O)NC1=CC=C2C(C=C(OC2=C1)C1=CC=C(C=C1)C(=O)OC)=O (methyl 7-acetamido-4'-flavonecarboxylate). Isolated yield 56.0%. As a reaction SMILES: [CH3:1][O:2][C:3]([C:5]1[CH:22]=[CH:21][C:8]([C:9]2[O:10][C:11]3[C:16]([C:17](=[O:19])[CH:18]=2)=[CH:15][CH:14]=[C:13]([NH2:20])[CH:12]=3)=[CH:7][CH:6]=1)=[O:4].[C:23](OC(=O)C)(=[O:25])[CH3:24]>N1C=CC=CC=1>[C:23]([NH:20][C:13]1[CH:12]=[C:11]2[C:16]([C:17](=[O:19])[CH:18]=[C:9]([C:8]3[CH:21]=[CH:22][C:5]([C:3]([O:2][CH3:1])=[O:4])=[CH:6][CH:7]=3)[O:10]2)=[CH:15][CH:14]=1)(=[O:25])[CH3:24]. Procedure details: The mixture consisting of 2 g of 7-amino-4'-flavonecarboxylic acid methyl ester thus prepared, 30 cc of pyridine, 15 cc of acetic anhydride is heated at 40° for 2 hours with stirring. Completion of the reaction is verified by thin-layer chromatography (benzene (90)-dioxane (25)-acetic acid (4) elution solvent). The reaction mixture is poured in 500 cc of ice water. The solid that is formed is filtered, washed with water and dried by formation of an azeotropic system with benzene. Yield 56%. The reactants are COC(=O)c1ccccc1, CC(C)OC(C)C, OC1CCNCC1, C1COCCO1. The product is O=C(OC1CCNCC1)c1ccccc1. Reaction SMILES: [C:1]([c:2]1[cH:3][cH:4][cH:5][cH:6][cH:7]1)(=[O:8])[O:9][CH3:10].[CH:24]([O:25][CH:26]([CH3:27])[CH3:28])([CH3:29])[CH3:30].[NH:11]1[CH2:12][CH2:13][CH:14]([OH:17])[CH2:15][CH2:16]1.[O:18]1[CH2:19][CH2:20][O:21][CH2:22][CH2:23]1>>[C:1]([c:2]1[cH:3][cH:4][cH:5][cH:6][cH:7]1)(=[O:8])[O:9][CH:10]1[CH2:13][CH2:12][NH:11][CH2:16][CH2:15]1. Starting materials: NC1=C(C=CC2=C1C(=C(O2)C2=CC=C(C=C2)F)C(=O)NC)C2=CC(=CC=C2)C(NC(C)(C)C2=CC=CC=C2)=O (4-Amino-2-(4-fluorophenyl)-N-methyl-5-(3-(2-phenylpropan-2-ylcarbamoyl)phenyl)benzofuran-3-carboxamide), C(C)(=O)Cl (acetyl chloride). Solvent: N1=CC=CC=C1 (pyridine). Conditions: time 2 hour. Yields the product C(C)(=O)NC1=C(C=CC2=C1C(=C(O2)C2=CC=C(C=C2)F)C(=O)NC)C2=CC(=CC=C2)C(NC(C)(C)C2=CC=CC=C2)=O (4-Acetamido-2-(4-fluorophenyl)-N-methyl-5-(3-(2-phenylpropan-2-ylcarbamoyl)phenyl)benzofuran-3-carboxamide). The yield is 34.0%. RXN SMILES: [NH2:1][C:2]1[C:7]2[C:8]([C:18]([NH:20][CH3:21])=[O:19])=[C:9]([C:11]3[CH:16]=[CH:15][C:14]([F:17])=[CH:13][CH:12]=3)[O:10][C:6]=2[CH:5]=[CH:4][C:3]=1[C:22]1[CH:27]=[CH:26][CH:25]=[C:24]([C:28](=[O:39])[NH:29][C:30]([C:33]2[CH:38]=[CH:37][CH:36]=[CH:35][CH:34]=2)([CH3:32])[CH3:31])[CH:23]=1.[C:40](Cl)(=[O:42])[CH3:41]>N1C=CC=CC=1>[C:40]([NH:1][C:2]1[C:7]2[C:8]([C:18]([NH:20][CH3:21])=[O:19])=[C:9]([C:11]3[CH:16]=[CH:15][C:14]([F:17])=[CH:13][CH:12]=3)[O:10][C:6]=2[CH:5]=[CH:4][C:3]=1[C:22]1[CH:27]=[CH:26][CH:25]=[C:24]([C:28](=[O:39])[NH:29][C:30]([C:33]2[CH:34]=[CH:35][CH:36]=[CH:37][CH:38]=2)([CH3:32])[CH3:31])[CH:23]=1)(=[O:42])[CH3:41]. Procedure details: 4-Amino-2-(4-fluorophenyl)-N-methyl-5-(3-(2-phenylpropan-2-ylcarbamoyl)phenyl)benzofuran-3-carboxamide (20 mg, 0.038 mmol) was diluted in pyridine (1 mL) and treated with excess acetyl chloride (10 μL). The reaction was allowed to stir for 2 hours. The mixture was concentrated and diluted with MeOH (1 mL). The product began to crash out, it was sonicated and filtered and washed with MeOH to afford the titled compound (8 mg, 34%). 1H NMR (500 MHz, DMSO-d6) δ ppm 9.41 (1H, s), 8.43 (1H, s), 8.31-8... Starting materials: BrCCBr (1,2-dibromoethane), [OH-].[Na+] (sodium hydroxide), BrC1=CC=C(C=C1)O (4-bromophenol). The solvent is O (Water), O (water). Product: BrC1=CC=C(C=C1)OCCBr (1-bromo-4-(2-bromoethoxy)benzene). The yield is 55.4%. Reaction SMILES: [Br:1][C:2]1[CH:7]=[CH:6][C:5]([OH:8])=[CH:4][CH:3]=1.[Br:9][CH2:10][CH2:11]Br.[OH-].[Na+]>O>[Br:1][C:2]1[CH:7]=[CH:6][C:5]([O:8][CH2:11][CH2:10][Br:9])=[CH:4][CH:3]=1 |f:2.3|. Procedure: To a suspension of 4-bromophenol (2.00 g, 11.6 mmol) in water (20 mL) was added 1,2-dibromoethane (5.40 g, 28.8 mmol) and sodium hydroxide (0.700 g, 17.5 mmol). Then, the mixture was heated at reflux for 12 hours. Water was added, and the mixture was extracted with ethyl acetate (4×30 mL). The combined organic layers were washed with brine (3×20 mL), dried over sodium sulfate, filtered, and concentrated under reduced pressure to give the crude product. The crude product was purified by flash chr... Starting materials: ClC1=CC=C(C=2N3C(=NC21)N(CCC3)C3=C(C=C(C=C3)Cl)Cl)C(C(F)(F)F)O (1-[9-chloro-1-(2,4-dichlorophenyl)-1,2,3,4-tetrahydropyrimido[1,2-a]benzimidazol-6-yl]-2,2,2-trifluoroethanol), [N-]=[N+]=[N-].[Na+] (sodium azide), O (Water). The solvent is CS(=O)C (dimethylsulfoxide). Reaction conditions: temperature 110 celsius, time 20 hour. Product: N(=[N+]=[N-])C(C(F)(F)F)C1=CC=C(C2=C1N1C(=N2)N(CCC1)C1=C(C=C(C=C1)Cl)Cl)Cl (6-(1-Azido-2,2,2-trifluoroethyl)-9-chloro-1-(2,4-dichlorophenyl)-1,2,3,4-tetrahydropyrimido[1,2-a]benzimidazole). Isolated yield 97.9%. As a reaction SMILES: [Cl:1][C:2]1[C:10]2[N:9]=[C:8]3[N:11]([C:15]4[CH:20]=[CH:19][C:18]([Cl:21])=[CH:17][C:16]=4[Cl:22])[CH2:12][CH2:13][CH2:14][N:7]3[C:6]=2[C:5]([CH:23](O)[C:24]([F:27])([F:26])[F:25])=[CH:4][CH:3]=1.[N-:29]=[N+:30]=[N-:31].[Na+].O>CS(C)=O>[N:29]([CH:23]([C:5]1[C:6]2[N:7]3[CH2:14][CH2:13][CH2:12][N:11]([C:15]4[CH:20]=[CH:19][C:18]([Cl:21])=[CH:17][C:16]=4[Cl:22])[C:8]3=[N:9][C:10]=2[C:2]([Cl:1])=[CH:3][CH:4]=1)[C:24]([F:27])([F:26])[F:25])=[N+:30]=[N-:31] |f:1.2|. Procedure details: To a solution of 1-[9-chloro-1-(2,4-dichlorophenyl)-1,2,3,4-tetrahydropyrimido[1,2-a]benzimidazol-6-yl]-2,2,2-trifluoroethanol (200 mg, 0.44 mmol) in tetrahydrofuran (4.0 mL) were added thionyl chloride (0.065 mL, 0.891 mmol) and 1 drop of N,N-dimethylformamide at room temperature. After stirring at room temperature for 2 hr, aqueous sodium hydrogen carbonate was added to the reaction mixture at room temperature, and the mixture was extracted with ethyl acetate. The organic layer was washed with...